This data is from the Open Reaction Database (ORD), a public repository of structured organic reaction records. The task is: describe an organic reaction: reactants, conditions, products, and yield Product: BrC1=CC(=C(C=C1)OC(C)C)[N+](=O)[O-] (4-Bromo-1-isopropoxy-2-nitrobenzene). Run in C1=CC=CC=C1 (benzene). RXN SMILES: [Br:1][C:2]1[CH:7]=[CH:6][C:5]([OH:8])=[C:4]([N+:9]([O-:11])=[O:10])[CH:3]=1.Br[CH:13]([CH3:15])[CH3:14].[OH-].[K+].C1OCCOCCOCCOCCOCCOC1>C1C=CC=CC=1>[Br:1][C:2]1[CH:7]=[CH:6][C:5]([O:8][CH:13]([CH3:15])[CH3:14])=[C:4]([N+:9]([O-:11])=[O:10])[CH:3]=1 |f:2.3|. Procedure: A mixture of 4-bromo-2-nitrophenol (2.17 g, 10 mmol), 2-bromopropane (2.44 g, 20 mmol), KOH (2.24 g, 40 mmol) and 18-crown-6 (224 mg, 1.0 mmol) in benzene (100 mL) was heated at reflux for 4 h. Cooling to room temperature, concentration and purification by chromatography afforded the sub-title compound (1.59 g, 61%). Yield: 61.1%. Reactants: BrC1=CC(=C(C=C1)O)[N+](=O)[O-] (4-bromo-2-nitrophenol), BrC(C)C (2-bromopropane), [OH-].[K+] (KOH), C1COCCOCCOCCOCCOCCO1 (18-crown-6).